This data is from the Open Reaction Database (ORD), a public repository of structured organic reaction records. The task is: describe an organic reaction: reactants, conditions, products, and yield Starting materials: ClCC=1NC(C2=C(N1)CCOC2)=O (2-chloromethyl-3,5,7,8-tetrahydro-pyrano[4,3-d]pyrimidin-4-one), CCN(C(C)C)C(C)C (DIEA), C1(CC1)CN (cyclopropylmethylamine). The solvent is CCO (EtOH). Run at temperature 65 celsius, time 18 hour. The product is C1(CC1)CNCC=1NC(C2=C(N1)CCOC2)=O (2-[(Cyclopropylmethyl-amino)-methyl]-3,5,7,8-tetrahydro-pyrano[4,3-d]pyrimidin-4-one). Yield: 19.6%. As a reaction SMILES: Cl[CH2:2][C:3]1[NH:4][C:5](=[O:13])[C:6]2[CH2:12][O:11][CH2:10][CH2:9][C:7]=2[N:8]=1.CCN(C(C)C)C(C)C.[CH:23]1([CH2:26][NH2:27])[CH2:25][CH2:24]1>CCO>[CH:23]1([CH2:26][NH:27][CH2:2][C:3]2[NH:4][C:5](=[O:13])[C:6]3[CH2:12][O:11][CH2:10][CH2:9][C:7]=3[N:8]=2)[CH2:25][CH2:24]1. Procedure: To a solution of 2-chloromethyl-3,5,7,8-tetrahydro-pyrano[4,3-d]pyrimidin-4-one (1 g, 5 mmol, 1 eq.) and DIEA (4.35 mL, 24.9 mmol, 5 eq.) in 7 mL of EtOH was added cyclopropylmethylamine (1.4 g, 20 mmol, 4 eq.). The resulting mixture was heated at 65° C. overnight. After 18 h, the reaction mixture was concentrated in vacuo to give an oil that was purified by silica gel column chromatography (100% CH2Cl2) to give the title compound as a white solid (0.23 g, 20%). 1H NMR (400 MHz, chloroform-d) δ ...